From a dataset of the Open Reaction Database (ORD), a public repository of structured organic reaction records. describe an organic reaction: reactants, conditions, products, and yield The reactants are BrCc1ccccc1, CN(C)C=O, Cl, [Li+], [Li+], O=C([O-])[O-], CC(=O)c1ccc(O)c(O)c1. Yields the product CC(=O)c1ccc(OCc2ccccc2)c(O)c1. RXN SMILES: [Br:18][CH2:19][c:20]1[cH:21][cH:22][cH:23][cH:24][cH:25]1.[CH3:27][N:28]([CH3:29])[CH:30]=[O:31].[ClH:26].[Li+:12].[Li+:13].[O-:14][C:15](=[O:16])[O-:17].[OH:1][c:2]1[cH:3][c:4]([C:9]([CH3:10])=[O:11])[cH:5][cH:6][c:7]1[OH:8]>>[OH:1][c:2]1[cH:3][c:4]([C:9]([CH3:10])=[O:11])[cH:5][cH:6][c:7]1[O:8][CH2:19][c:20]1[cH:21][cH:22][cH:23][cH:24][cH:25]1.